Dataset: the Open Reaction Database (ORD), a public repository of structured organic reaction records. Task: describe an organic reaction: reactants, conditions, products, and yield Reactants: C1CCOC1, CN1CCOCC1, Cl, NO, O, O=S(Cl)Cl, O=C(O)CCCOc1ccc(-c2ccccc2)cc1. The product is O=C(CCCOc1ccc(-c2ccccc2)cc1)NO. Reaction SMILES: [CH2:30]1[O:31][CH2:32][CH2:33][CH2:34]1.[CH3:20][N:21]1[CH2:22][CH2:23][O:24][CH2:25][CH2:26]1.[ClH:27].[NH2:28][OH:29].[OH2:39].[S:35]([Cl:36])([Cl:37])=[O:38].[c:1]1(-[c:7]2[cH:8][cH:9][c:10]([O:11][CH2:12][CH2:13][CH2:14][C:15](=[O:16])[OH:17])[cH:18][cH:19]2)[cH:2][cH:3][cH:4][cH:5][cH:6]1>>[c:1]1(-[c:7]2[cH:8][cH:9][c:10]([O:11][CH2:12][CH2:13][CH2:14][C:15](=[O:16])[NH:28][OH:29])[cH:18][cH:19]2)[cH:2][cH:3][cH:4][cH:5][cH:6]1. Reagents/catalysts: [Ag]=O (silver oxide), [Ag]=O (silver oxide). Starting materials: 190, [I-].O[C@@H]1C[N+](C[C@H]1OC1=CC=CC=C1)(CC1=CC=CC=C1)C (trans-3-hydroxy-1-methyl-4-phenoxy-1-phenylmethylpyrrolidinium iodide), off-white crystals. Solvent: C(C)O (ethanol), C(C)O (ethanol). Reaction SMILES: [I-].[OH:2][C@H:3]1[C@H:7]([O:8][C:9]2[CH:14]=[CH:13][CH:12]=[CH:11][CH:10]=2)[CH2:6][N+:5](C)([CH2:15]C2C=CC=CC=2)[CH2:4]1>[Ag]=O.C(O)C>[CH3:15][N:5]1[CH2:6][C@@H:7]([O:8][C:9]2[CH:14]=[CH:13][CH:12]=[CH:11][CH:10]=2)[C@H:3]([OH:2])[CH2:4]1 |f:0.1|. Reported procedure: A solution of 9.3 g. (22.6 mmol) of trans-3-hydroxy-1-methyl-4-phenoxy-1-phenylmethylpyrrolidinium iodide in 200 ml. of absolute ethanol and 100 ml. of 190 ethanol was stirred at ambient temperature for 0.5 hr. with 2.6 g. (11.3 mmol) of silver oxide. After 0.2 g. more silver oxide was added, the mixture was warmed to 45° C. and stirred for an additional 15 min. The mixture was separated by filtration through Celite, and the volume of the filtrate was reduced to 200 ml. This solution was treated... Product: CN1C[C@H]([C@@H](C1)OC1=CC=CC=C1)O (Trans-1-methyl-4-phenoxy-3-pyrrolidinol). Run at temperature 45 celsius, time 15 minute. Reactants: Cl.Cl.ClC=1C=C(C=CC1)NC1=C2C(=NC=N1)NN=C2N2CCNCC2 (4-(3-chlorophenylamino)-3-(piperazin-1-yl)-1H-pyrazolo[3,4-d]pyrimidine dihydrochloride), C([O-])([O-])=O.[K+].[K+] (potassium carbonate), C(C)(=O)OC(C)=O (acetic anhydride). The solvent is O (water), O1CCOCC1 (dioxane). Product: C(C)(=O)N1CCN(CC1)C1=NNC2=NC=NC(=C21)NC2=CC(=CC=C2)Cl (3-(4-acetyl-piperazin-1-yl)-4-(3-chlorophenylamino)-1H-pyrazolo(3,4-d]pyrimidine). RXN SMILES: Cl.Cl.[Cl:3][C:4]1[CH:5]=[C:6]([NH:10][C:11]2[N:16]=[CH:15][N:14]=[C:13]3[NH:17][N:18]=[C:19]([N:20]4[CH2:25][CH2:24][NH:23][CH2:22][CH2:21]4)[C:12]=23)[CH:7]=[CH:8][CH:9]=1.C(=O)([O-])[O-].[K+].[K+].[C:32](OC(=O)C)(=[O:34])[CH3:33]>O.O1CCOCC1>[C:32]([N:23]1[CH2:24][CH2:25][N:20]([C:19]2[C:12]3[C:13](=[N:14][CH:15]=[N:16][C:11]=3[NH:10][C:6]3[CH:7]=[CH:8][CH:9]=[C:4]([Cl:3])[CH:5]=3)[NH:17][N:18]=2)[CH2:21][CH2:22]1)(=[O:34])[CH3:33] |f:0.1.2,3.4.5|. Procedure: Analogously to Example 26, 100 mg (0.248 mmol) of 4-(3-chlorophenylamino)-3-(piperazin-1-yl)-1H-pyrazolo[3,4-d]pyrimidine dihydrochloride and 103 mg (0.74 mmol) of potassium carbonate in 10 ml of water are reacted with 38 mg (0.37 mmol) of acetic anhydride in 10 ml of dioxane to form 3-(4-acetyl-piperazin-1-yl)-4-(3-chlorophenylamino)-1H-pyrazolo(3,4-d]pyrimidine; HPLC: tRet(grad20-100/20)=10.8; FAB-MS: (M+H)+=372.